This data is from the Open Reaction Database (ORD), a public repository of structured organic reaction records. The task is: describe an organic reaction: reactants, conditions, products, and yield The reactants are C(=O)([O-])[O-].[Na+].[Na+] (Na2CO3), CC1(OB(OC1(C)C)C1=CC2=C(NC(N2)=O)C=C1)C (5-(4,4,5,5-tetramethyl-[1,3,2]dioxaborolan-2-yl)-1,3-dihydro-benzoimidazol-2-one), BrC=C1C2=C(CCC3=C1C=CC(=C3)F)C=C(C=C2)F (5-bromomethylene-2,8-difluoro-10,11-dihydro-5H-dibenzo[a,d]cycloheptene), BrC1=CC2=C(NC(N2)=O)C=C1 (5-bromo-1,3-dihydro-benzoimidazol-2-one), [N+](=O)([O-])C=1C=C(C=C2C3=C(CC4=C(O2)C=CC=C4)C=CC=C3)C=CC1 (3-Nitro-benzylidene-6,11-dihydro-dibenzo[b,e]oxepine). Reagents/catalysts: C=1C=CC(=CC1)[P](C=2C=CC=CC2)(C=3C=CC=CC3)[Pd]([P](C=4C=CC=CC4)(C=5C=CC=CC5)C=6C=CC=CC6)([P](C=7C=CC=CC7)(C=8C=CC=CC8)C=9C=CC=CC9)[P](C=1C=CC=CC1)(C=1C=CC=CC1)C=1C=CC=CC1 ((Ph3P)4Pd). Run in O1CCOCC1 (dioxane). Product: FC1=CC2=C(C(C3=C(CC2)C=C(C=C3)F)=CC3=CC2=C(NC(N2)=O)C=C3)C=C1 (5-(2,8-difluoro-10,11-dihydro-dibenzo[a,d]cyclohepten-5-ylidenemethyl)-1,3-dihydro-benzoimidazol-2-one). Yield: 44.5%. Reaction SMILES: CC1(C)C(C)(C)OB([C:9]2[CH:18]=[CH:17][C:12]3[NH:13][C:14](=[O:16])[NH:15][C:11]=3[CH:10]=2)O1.BrC1C=CC2NC(=O)NC=2C=1.[N+](C1C=C(C=CC=1)C=C1OC2C=CC=CC=2CC2C=CC=CC1=2)([O-])=O.Br[CH:57]=[C:58]1[C:64]2[CH:65]=[CH:66][C:67]([F:69])=[CH:68][C:63]=2[CH2:62][CH2:61][C:60]2[CH:70]=[C:71]([F:74])[CH:72]=[CH:73][C:59]1=2.C([O-])([O-])=O.[Na+].[Na+]>C1C=CC([P]([Pd]([P](C2C=CC=CC=2)(C2C=CC=CC=2)C2C=CC=CC=2)([P](C2C=CC=CC=2)(C2C=CC=CC=2)C2C=CC=CC=2)[P](C2C=CC=CC=2)(C2C=CC=CC=2)C2C=CC=CC=2)(C2C=CC=CC=2)C2C=CC=CC=2)=CC=1.O1CCOCC1>[F:69][C:67]1[CH:66]=[CH:65][C:64]2[C:58](=[CH:57][C:9]3[CH:18]=[CH:17][C:12]4[NH:13][C:14](=[O:16])[NH:15][C:11]=4[CH:10]=3)[C:59]3[CH:73]=[CH:72][C:71]([F:74])=[CH:70][C:60]=3[CH2:61][CH2:62][C:63]=2[CH:68]=1 |f:4.5.6,^1:84,86,105,124|. Procedure: Following procedures essentially as described in Example 219, mix 5-(4,4,5,5-tetramethyl-[1,3,2]dioxaborolan-2-yl)-1,3-dihydro-benzoimidazol-2-one (535 mg, 2.06 mmol) (prepared from 5-bromo-1,3-dihydro-benzoimidazol-2-one (Preparation 27) according to the procedure reported by M Murata, T Takashi, S Watanabe and Y Yusuru, J. Org. Chem.; 65 (1) 164-168 (2000)), 5-bromomethylene-2,8-difluoro-10,11-dihydro-5H-dibenzo[a,d]cycloheptene (550 mg, 1.71 mmol), 2N Na2CO3 (2 mL), dioxane (14 mL) and (Ph3P)... The reactants are Amino acid, N[C@@H](CC1=CC=CC=C1)C(=O)O (Phe), N[C@@H](CC(C)C)C(=O)O (Leu), peptide, NCCC(=O)O (β-Ala), N[C@@H](CCCNC(N)=N)C(=O)O (Arg), NCC(=O)O (Gly), N[C@@H](CC1=CC=C(C=C1)O)C(=O)O (Tyr). Procedure: Amino acid analysis: Arg, 1.00; Gly, 1.04; Leu, 1.08; Phe, 2.16; Tyr, 0.88; β-Ala, 1.04(peptide content 85.9 %). RXN SMILES: [NH2:1][C@H:2]([C:10]([OH:12])=O)[CH2:3][CH2:4][CH2:5][NH:6][C:7](=[NH:9])[NH2:8].[NH2:13][CH2:14][C:15]([OH:17])=[O:16].[NH2:18][C@H:19]([C:24]([OH:26])=O)[CH2:20][CH:21]([CH3:23])[CH3:22].[NH2:27][C@H:28]([C:36]([OH:38])=O)[CH2:29][C:30]1[CH:35]=[CH:34][CH:33]=[CH:32][CH:31]=1.[NH2:39][C@H:40]([C:49]([OH:51])=O)[CH2:41][C:42]1[CH:47]=[CH:46][C:45]([OH:48])=[CH:44][CH:43]=1.[NH2:52][CH2:53][CH2:54][C:55]([OH:57])=O>>[NH2:52][CH2:53][CH2:54][C:55]([NH:1][C@H:2]([C:10]([NH:27][CH2:28][C:36]([NH:27][C@H:28]([C:36]([NH:18][C@H:19]([C:24]([NH:39][C@H:40]([C:49]([NH:13][C@H:14]([C:15]([OH:17])=[O:16])[CH2:29][CH:30]([CH3:35])[CH3:31])=[O:51])[CH2:41][C:42]1[CH:43]=[CH:44][C:45]([OH:48])=[CH:46][CH:47]=1)=[O:26])[CH2:20][C:21]1[CH:22]=[CH:34][CH:33]=[CH:32][CH:23]=1)=[O:38])[CH2:29][C:30]1[CH:31]=[CH:32][CH:33]=[CH:34][CH:35]=1)=[O:38])=[O:12])[CH2:3][CH2:4][CH2:5][NH:6][C:7](=[NH:9])[NH2:8])=[O:57]. Yields the product NCCC(=O)N[C@@H](CCCNC(N)=N)C(=O)NCC(=O)N[C@@H](CC1=CC=CC=C1)C(=O)N[C@@H](CC1=CC=CC=C1)C(=O)N[C@@H](CC1=CC=C(C=C1)O)C(=O)N[C@@H](CC(C)C)C(=O)O (β-Ala-Arg-Gly-Phe-Phe-Tyr-Leu-OH). The reactants are Cl[SiH](Cl)Cl (trichlorosilane), C=CCCCCCCCCCCC=C (1,13-tetradecadiene), crude product. The reagents and catalysts are [Hg] (mercury). The product is C(CCCCCCCCCCCC=C)[Si](Cl)(Cl)Cl (13-tetradecenyl trichlorosilane). Isolated yield 30.3%. Reaction SMILES: [Cl:1][SiH:2]([Cl:4])[Cl:3].[CH2:5]=[CH:6][CH2:7][CH2:8][CH2:9][CH2:10][CH2:11][CH2:12][CH2:13][CH2:14][CH2:15][CH2:16][CH:17]=[CH2:18]>[Hg]>[CH2:18]([Si:2]([Cl:4])([Cl:3])[Cl:1])[CH2:17][CH2:16][CH2:15][CH2:14][CH2:13][CH2:12][CH2:11][CH2:10][CH2:9][CH2:8][CH2:7][CH:6]=[CH2:5]. Procedure: A stirred mixture of 6.8 g (0.05 mole) trichlorosilane and 19.6 g (0.1 mole) 1,13-tetradecadiene was irradiated in a closed quartz tube at 45° C. for 72 hours with two Hanau 70 watt high pressure mercury immersion lamps, emitting a broad spectrum of ultraviolet light. The resulting crude product was then fractional to yield 5 g (25%) of 13-tetradecenyl trichlorosilane as the monoadduct. Reactants: C1(CCCC1)Br (Cyclopentyl bromide), FC1=C(C=C(C(=C1)Cl)O)N1C(C2=C(C1=O)CCCC2)=O (N-(2-fluoro-4-chloro-5-hydroxyphenyl)-3,4,5,6-tetrahydrophthalimide), C([O-])([O-])=O.[K+].[K+] (potassium carbonate). The solvent is C(C)#N (acetonitrile), Cl (hydrochloric acid). Run at time 2 hour. Product: FC1=C(C=C(C(=C1)Cl)OC1CCCC1)N1C(C2=C(C1=O)CCCC2)=O (N-(2-fluoro-4-chloro-5-cyclopentyloxyphenyl)-3,4,5,6-tetrahydrophthalimide). Yield: 30.5%. As a reaction SMILES: [CH:1]1(Br)[CH2:5][CH2:4][CH2:3][CH2:2]1.[F:7][C:8]1[CH:13]=[C:12]([Cl:14])[C:11]([OH:15])=[CH:10][C:9]=1[N:16]1[C:20](=[O:21])[C:19]2[CH2:22][CH2:23][CH2:24][CH2:25][C:18]=2[C:17]1=[O:26].C(=O)([O-])[O-].[K+].[K+]>C(#N)C.Cl>[F:7][C:8]1[CH:13]=[C:12]([Cl:14])[C:11]([O:15][CH:1]2[CH2:5][CH2:4][CH2:3][CH2:2]2)=[CH:10][C:9]=1[N:16]1[C:20](=[O:21])[C:19]2[CH2:22][CH2:23][CH2:24][CH2:25][C:18]=2[C:17]1=[O:26] |f:2.3.4|. Reported procedure: Cyclopentyl bromide (1.2 g, 8.1 mmol) was added to a solution of N-(2-fluoro-4-chloro-5-hydroxyphenyl)-3,4,5,6-tetrahydrophthalimide (2.0 g, 6.76 mmol) and potassium carbonate (0.60 g, 4.34 mmol) in acetonitrile (50 ml), followed by stirring for 2 hours under refluxing. After completion of the reaction, IN hydrochloric acid (20 ml) was added to the resulting reaction mixture, and the mixture was extracted with ethyl acetate (20 ml×3 times). The organic layer was washed with water, dried over anh... Starting materials: COc1cccc(-c2nsnc2Cl)c1, [F-], [K+], O=S1(=O)CCCC1. Product: COc1cccc(-c2nsnc2F)c1. RXN SMILES: [Cl:1][c:2]1[n:3][s:4][n:5][c:6]1-[c:7]1[cH:8][c:9]([O:13][CH3:14])[cH:10][cH:11][cH:12]1.[F-:15].[K+:16].[S:17]1(=[O:22])(=[O:23])[CH2:18][CH2:19][CH2:20][CH2:21]1>>[c:2]1([F:15])[n:3][s:4][n:5][c:6]1-[c:7]1[cH:8][c:9]([O:13][CH3:14])[cH:10][cH:11][cH:12]1.